The task is: describe an organic reaction: reactants, conditions, products, and yield. This data is from the Open Reaction Database (ORD), a public repository of structured organic reaction records. Starting materials: O=C1N(C2=CC=C(C=C2C12OCCO2)S(=O)(=O)N2[C@@H](CCC2)COOC)CC2(CCCCCC2)C#N (1-{[2′-oxo-5′-{[(2S)-2-(methoxyoxymethyl)pyrrolidin-1-yl]sulfonyl}spiro[1,3-dioxolane-2,3′-indol]-1′(2′H)-yl]methyl}cycloheptanecarbonitrile), [H][H] (hydrogen). The reagents and catalysts are [Ni] (Raney Nickel). Run in N.CCO (ammonia EtOH). Reaction conditions: time 18 hour. Yields the product O=C1N(C2=CC=C(C=C2C12OCCO2)S(=O)(=O)N2[C@@H](CCC2)COOC)CC2(CCCCCC2)CN (1-{[2′-oxo-5′-{[(2S)-2-(methoxyoxymethyl)pyrrolidin-1-yl]sulfonyl}spiro[1,3-dioxolane-2,3′-indol]-1′(2′H)-yl]methyl}-1-(aminomethyl)-cycloheptane). Isolated yield 64.5%. RXN SMILES: [O:1]=[C:2]1[C:10]2([O:14][CH2:13][CH2:12][O:11]2)[C:9]2[C:4](=[CH:5][CH:6]=[C:7]([S:15]([N:18]3[CH2:22][CH2:21][CH2:20][C@H:19]3[CH2:23][O:24][O:25][CH3:26])(=[O:17])=[O:16])[CH:8]=2)[N:3]1[CH2:27][C:28]1([C:35]#[N:36])[CH2:34][CH2:33][CH2:32][CH2:31][CH2:30][CH2:29]1.[H][H]>[Ni].N.CCO>[O:1]=[C:2]1[C:10]2([O:11][CH2:12][CH2:13][O:14]2)[C:9]2[C:4](=[CH:5][CH:6]=[C:7]([S:15]([N:18]3[CH2:22][CH2:21][CH2:20][C@H:19]3[CH2:23][O:24][O:25][CH3:26])(=[O:17])=[O:16])[CH:8]=2)[N:3]1[CH2:27][C:28]1([CH2:35][NH2:36])[CH2:34][CH2:33][CH2:32][CH2:31][CH2:30][CH2:29]1 |f:3.4|. Procedure: A mixture of 1-{[2′-oxo-5′-{[(2S)-2-(methoxyoxymethyl)pyrrolidin-1-yl]sulfonyl}spiro[1,3-dioxolane-2,3′-indol]-1′(2′H)-yl]methyl}cycloheptanecarbonitrile (0.37 g, 0.74 mmol, 1 eq) and Raney Nickel (0.4 g) in 2N ammonia/EtOH (30 mL) was treated with hydrogen gas at 50 p.s.i. on a Parr Shaker Apparatus for 18 hours. The mixture was filtered to remove the catalyst. The catalyst was washed with 2N ammonia/EtOH and the combined filtrates were concentrated to yield the title compound as an oil (0.25 g... Reaction conditions: temperature 50 celsius, time 8 hour. Solvent: C(Cl)(Cl)Cl (CHCl3). Starting materials: C(=O)(C(F)(F)F)O (TFA), C(=O)C1CCN(CC1)C(=O)OC(C)(C)C (tert-butyl 4-formylpiperidine-1-carboxylate), Cl.ClC1=CC=C(C=C1)NN (1-(4-chlorophenyl)hydrazine hydrochloride), C(C)O (ethanol). RXN SMILES: C(O)(C(F)(F)F)=O.[CH:8]([CH:10]1[CH2:15][CH2:14][N:13]([C:16]([O:18][C:19]([CH3:22])([CH3:21])[CH3:20])=[O:17])[CH2:12][CH2:11]1)=O.Cl.[Cl:24][C:25]1[CH:30]=[CH:29][C:28]([NH:31]N)=[CH:27][CH:26]=1.C(O)C>C(Cl)(Cl)Cl>[Cl:24][C:25]1[CH:26]=[C:27]2[C:10]3([CH2:15][CH2:14][N:13]([C:16]([O:18][C:19]([CH3:22])([CH3:21])[CH3:20])=[O:17])[CH2:12][CH2:11]3)[CH:8]=[N:31][C:28]2=[CH:29][CH:30]=1 |f:2.3|. The product is ClC=1C=C2C(=CC1)N=CC21CCN(CC1)C(=O)OC(C)(C)C (tert-butyl 5-chlorospiro[indole-3,4′-piperidine]-1′-carboxylate). Procedure: TFA (2.2 ml, 28 mmol) was added to a stirred solution of tert-butyl 4-formylpiperidine-1-carboxylate (2.00 g, 9.38 mmol), 1-(4-chlorophenyl)hydrazine hydrochloride (1.68 g, 9.38 mmol) and ethanol (0.2 mL) in CHCl3 (200 mL) at about 0° C. The reaction mixture was then stirred at about 50° C. overnight. After cooling, the reaction was quenched by the addition of 10% NH4OH (20 mL) and ice (60 mL). The organic layer was separated. The aqueous layer was extracted with DCM. The combined organic layers... Reactants: O=C([O-])[O-], CO, [Cs+], [Cs+], O, CC(C)c1cc(O)cc2c1C(=O)NS2(=O)=O, ClCSc1ccccc1. Yields the product CC(C)c1cc(O)cc2c1C(=O)N(CSc1ccccc1)S2(=O)=O. As a reaction SMILES: [C:17](=[O:18])([O-:19])[O-:20].[CH3:33][OH:34].[Cs+:21].[Cs+:22].[OH2:32].[OH:1][c:2]1[cH:3][c:4]([CH:14]([CH3:15])[CH3:16])[c:5]2[c:11]([cH:12]1)[S:8](=[O:9])(=[O:10])[NH:7][C:6]2=[O:13].[c:23]1([S:29][CH2:30][Cl:31])[cH:24][cH:25][cH:26][cH:27][cH:28]1>>[OH:1][c:2]1[cH:3][c:4]([CH:14]([CH3:15])[CH3:16])[c:5]2[c:11]([cH:12]1)[S:8](=[O:9])(=[O:10])[N:7]([CH2:30][S:29][c:23]1[cH:24][cH:25][cH:26][cH:27][cH:28]1)[C:6]2=[O:13]. Reactants: [N+](=O)([O-])C1=CC=C(C=C1)CC(C)=O (4-nitrophenylacetone), ClCC1=CC=C(O1)C(=O)OCC (ethyl 5-(chloromethyl)-2-furancarboxylate), ClCC=1OC(=CC1)C(NC1=CC=CC=C1)=O (2-(chloromethyl)-5-phenylcarbamoylfuran), BrCC(=O)OC (methyl bromoacetate), CC(C(CC=1OC(=CC1)C(NC1=CC=CC=C1)=O)C1=CC2=C(C=C1)OCO2)N (N-[(1RS,2RS)-1-methyl-2-(3,4-methylenedioxyphenyl)-3-{5-(phenylcarbamoyl)-2-furyl}propyl]amine), ClCC=1OC(=CC1)C(NC1=CC=CC=C1)=O (2-(chloromethyl)-5-(phenylcarbamoyl)furan), C([O-])([O-])=O.[K+].[K+] (potassium carbonate), C1OC=2C=C(C=CC2O1)CC(C)=O (3,4-methylenedioxyphenylacetone). Run in O (water), CN(C=O)C (dimethylformamide). Reaction conditions: time 15 hour. Product: COC(=O)CNC(C(CC=1OC(=CC1)C(NC1=CC=CC=C1)=O)C1=CC2=C(C=C1)OCO2)C (N-(methoxycarbonylmethyl)-[(1RS,2RS)-1-methyl-2-(3,4-methylenedioxyphenyl)-3-{5-(phenylcarbamoyl)-2-furyl}propyl]amine). RXN SMILES: [CH3:1][CH:2]([NH2:28])[CH:3]([C:19]1[CH:24]=[CH:23][C:22]2[O:25][CH2:26][O:27][C:21]=2[CH:20]=1)[CH2:4][C:5]1[O:6][C:7]([C:10](=[O:18])[NH:11][C:12]2[CH:17]=[CH:16][CH:15]=[CH:14][CH:13]=2)=[CH:8][CH:9]=1.ClCC1OC(C(=O)NC2C=CC=CC=2)=CC=1.C1OC2C=CC(CC(=O)C)=CC=2O1.[N+](C1C=CC(CC(=O)C)=CC=1)([O-])=O.ClCC1O[C:76]([C:78]([O:80][CH2:81]C)=[O:79])=CC=1.C(=O)([O-])[O-].[K+].[K+].BrCC(OC)=O>CN(C)C=O.O>[CH3:81][O:80][C:78]([CH2:76][NH:28][CH:2]([CH3:1])[CH:3]([C:19]1[CH:24]=[CH:23][C:22]2[O:25][CH2:26][O:27][C:21]=2[CH:20]=1)[CH2:4][C:5]1[O:6][C:7]([C:10](=[O:18])[NH:11][C:12]2[CH:13]=[CH:14][CH:15]=[CH:16][CH:17]=2)=[CH:8][CH:9]=1)=[O:79] |f:5.6.7|. Reported procedure: 200 mg of N-[(1RS,2RS)-1-methyl-2-(3,4-methylenedioxyphenyl)-3-{5-(phenylcarbamoyl)-2-furyl}propyl]amine prepared in the same manners as in Reference Example 4(1) to (3) by using 3,4-methylenedioxyphenylacetone and 2-(chloromethyl)-5-phenylcarbamoylfuran prepared in Reference Example 5 instead of 4-nitrophenylacetone and ethyl 5-(chloromethyl)-2-furancarboxylate used as the starting materials in Reference Example 4 was dissolved in 3 ml of dimethylformamide, and 88 mg of potassium carbonate was ... Starting materials: NC[C@H](CN1CCC(CC1)OC1=CC(=C(C=C1)Cl)Cl)O ((2R)-1-amino-3-[4-(3,4-dichlorophenoxy)piperidin-1-yl]propan-2-ol), CS(=O)(=O)C1=CC=C(S1)C(=O)O (5-(methylsulfonyl)thiophene-2-carboxylic acid). Product: ClC=1C=C(OC2CCN(CC2)C[C@@H](CNC(=O)C=2SC(=CC2)S(=O)(=O)C)O)C=CC1Cl (N-{(2R)-3-[4-(3,4-Dichlorophenoxy)piperidin-1-yl]-2-hydroxypropyl}-5-(methylsulfonyl)thiophene-2-carboxamide), solid. As a reaction SMILES: [NH2:1][CH2:2][C@@H:3]([OH:20])[CH2:4][N:5]1[CH2:10][CH2:9][CH:8]([O:11][C:12]2[CH:17]=[CH:16][C:15]([Cl:18])=[C:14]([Cl:19])[CH:13]=2)[CH2:7][CH2:6]1.[CH3:21][S:22]([C:25]1[S:29][C:28]([C:30](O)=[O:31])=[CH:27][CH:26]=1)(=[O:24])=[O:23]>>[Cl:19][C:14]1[CH:13]=[C:12]([CH:17]=[CH:16][C:15]=1[Cl:18])[O:11][CH:8]1[CH2:9][CH2:10][N:5]([CH2:4][C@H:3]([OH:20])[CH2:2][NH:1][C:30]([C:28]2[S:29][C:25]([S:22]([CH3:21])(=[O:24])=[O:23])=[CH:26][CH:27]=2)=[O:31])[CH2:6][CH2:7]1. Procedure details: Prepared as described in Example 1 from (2R)-1-amino-3-[4-(3,4-dichlorophenoxy)piperidin-1-yl]propan-2-ol (0.1 g) and 5-(methylsulfonyl)thiophene-2-carboxylic acid (0.065 g). Title compound obtained as white solid (0.039 g). Starting materials: OC[C@H](CC(C)C)N ((1S)-1-(Hydroxymethyl)-3-methylbutylamine), CC1=C(C(=CC(=C1)[N+](=O)[O-])C)N=C=S (2,6-dimethyl-4-nitrophenyl isothiocyanate), CC1=C(C(=CC(=C1)[N+](=O)[O-])C)N=C=S (2,6-Dimethyl-4-nitrophenyl isothiocyanate), (1S)-1-(chloromethyl)-3-methylbutanammonium chloride, (1S)-1-(chloromethyl)-3-methylbutanammonium chloride, CC1=C(N)C(=CC(=C1)[N+](=O)[O-])C (2,6-Dimethyl-4-nitroaniline). Procedure: (1S)-1-(Hydroxymethyl)-3-methylbutylamine was converted to (1S)-1-(chloromethyl)-3-methylbutanammonium chloride as described in Method B7a. 2,6-Dimethyl-4-nitroaniline was converted into 2,6-dimethyl-4-nitrophenyl isothiocyanate according to Method A2b. 2,6-Dimethyl-4-nitrophenyl isothiocyanate was reacted with (1S)-1-(chloromethyl)-3-methylbutanammonium chloride according to Method C1a to give (4S)-2-(2-methyl-4-nitrophenylimino)-4-isobutyl-1,3-thiazolidine. The thiazolidine was reacted with is... Reaction SMILES: O[CH2:2][C@@H:3]([NH2:8])[CH2:4][CH:5]([CH3:7])[CH3:6].CC1C=C([N+]([O-])=O)C=C(C)C=1N.C[C:22]1[CH:27]=[C:26]([N+:28]([O-:30])=[O:29])[CH:25]=[C:24]([CH3:31])[C:23]=1[N:32]=[C:33]=[S:34]>>[CH3:31][C:24]1[CH:25]=[C:26]([N+:28]([O-:30])=[O:29])[CH:27]=[CH:22][C:23]=1[N:32]=[C:33]1[NH:8][C@@H:3]([CH2:4][CH:5]([CH3:7])[CH3:6])[CH2:2][S:34]1. Yields the product CC1=C(C=CC(=C1)[N+](=O)[O-])N=C1SC[C@@H](N1)CC(C)C ((4S)-2-(2-methyl-4-nitrophenylimino)-4-isobutyl-1,3-thiazolidine).